This data is from the Open Reaction Database (ORD), a public repository of structured organic reaction records. The task is: describe an organic reaction: reactants, conditions, products, and yield Starting materials: N1[C@H](C(=O)O)CCC1 (rac-proline), C(C=C)(=O)OCC (ethyl acrylate), C=O (paraformaldehyde). Run in C1(=CC=CC=C1)C (toluene). Yields the product C(C)OC(=O)C1CCN2CCCC12 (Hexahydropyrrolizine-1-carboxylic acid ethyl ester). Reaction SMILES: [NH:1]1[CH2:8][CH2:7][CH2:6][C@H:2]1C(O)=O.[C:9]([O:13][CH2:14][CH3:15])(=[O:12])[CH:10]=[CH2:11].[CH2:16]=O>C1(C)C=CC=CC=1>[CH2:14]([O:13][C:9]([CH:10]1[CH:8]2[N:1]([CH2:2][CH2:6][CH2:7]2)[CH2:16][CH2:11]1)=[O:12])[CH3:15]. Procedure: A mixture of rac-proline (1.15 g), ethyl acrylate (1.20 g), toluene (80 ml) and paraformaldehyde (3.6 g) was heated to reflux for 3 hours. The mixture was concentrated and the residue was filtered through silica gel. The product with the molecular weight of 183.25 (C10H17NO2); MS (ESI): 184 (M+H+) was obtained in this way. Reactants: CC(C)([O-])C.[K+] (potassium t-butoxide), [Br-].C1(CCCC1)[P+](C1=CC=CC=C1)(C1=CC=CC=C1)C1=CC=CC=C1 (cyclopentyltriphenylphosphonium bromide), N1=CC(=CC=C1)C=O (pyridine-3-carbaldehyde). The solvent is O1CCCC1 (tetrahydrofuran). Run at temperature 5 celsius, time 80 minute. Yields the product C1(CCCC1)=CC=1C=NC=CC1 (3-cyclopentylidenemethylpyridine). Yield: 61.8%. RXN SMILES: [Br-].[CH:2]1([P+](C2C=CC=CC=2)(C2C=CC=CC=2)C2C=CC=CC=2)[CH2:6][CH2:5][CH2:4][CH2:3]1.CC(C)([O-])C.[K+].[N:32]1[CH:37]=[CH:36][CH:35]=[C:34]([CH:38]=O)[CH:33]=1>O1CCCC1>[C:2]1(=[CH:38][C:34]2[CH:33]=[N:32][CH:37]=[CH:36][CH:35]=2)[CH2:3][CH2:4][CH2:5][CH2:6]1 |f:0.1,2.3|. Reported procedure: A suspension of cyclopentyltriphenylphosphonium bromide (226 g, 0.55 mol) in anhydrous tetrahydrofuran (1000 ml) at 2° C. was treated with vigorous stirring under an atmosphere of argon, with potassium t-butoxide (61.7 g, 0.55 mol). The dark red mixture was stirred at 5° C. for 80 minutes and then treated with pyridine-3-carbaldehyde (58.9 g, 0.55 mol) during a period of 20 minutes. The reaction mixture was stirred at 0° C. for 2 hours and then at 20° C. for 18 hours. The tetrahydrofuran was rem... Reactants: COc1cc(N)c2ncc(Br)cc2c1, CCOC(C)=O, C1CCCCC1, F[B-](F)(F)F, [H+], O=N[O-], [Na+], O. Product: COc1cc(F)c2ncc(Br)cc2c1. Reaction SMILES: [Br:1][c:2]1[cH:3][n:4][c:5]2[c:6]([NH2:14])[cH:7][c:8]([O:12][CH3:13])[cH:9][c:10]2[cH:11]1.[C:19]([O:20][CH2:21][CH3:22])(=[O:23])[CH3:24].[CH2:25]1[CH2:26][CH2:27][CH2:28][CH2:29][CH2:30]1.[F:31][B-:32]([F:33])([F:34])[F:35].[H+:36].[N:15]([O-:16])=[O:17].[Na+:18].[OH2:37]>>[Br:1][c:2]1[cH:3][n:4][c:5]2[c:6]([F:31])[cH:7][c:8]([O:12][CH3:13])[cH:9][c:10]2[cH:11]1. Reactants: [Cl-].ClC1=C(C=[N+]2CCCCC2)C=CC=C1 (1-(2-chloro-benzylidene)-piperidinium chloride), ClC1=CC=C(C2=CC=CC=C12)O (4-chloro-1-naphthol). The product is ClC1=CC(=C(C2=CC=CC=C12)O)C(N1CCCCC1)C1=C(C=CC=C1)Cl (4-Chloro-2-[(2-chlorophenyl)-piperidin-1-yl-methyl]-naphthalen-1-ol). As a reaction SMILES: [Cl-].[Cl:2][C:3]1[CH:15]=[CH:14][CH:13]=[CH:12][C:4]=1[CH:5]=[N+:6]1[CH2:11][CH2:10][CH2:9][CH2:8][CH2:7]1.[Cl:16][C:17]1[C:26]2[C:21](=[CH:22][CH:23]=[CH:24][CH:25]=2)[C:20]([OH:27])=[CH:19][CH:18]=1>>[Cl:16][C:17]1[C:26]2[C:21](=[CH:22][CH:23]=[CH:24][CH:25]=2)[C:20]([OH:27])=[C:19]([CH:5]([C:4]2[CH:12]=[CH:13][CH:14]=[CH:15][C:3]=2[Cl:2])[N:6]2[CH2:11][CH2:10][CH2:9][CH2:8][CH2:7]2)[CH:18]=1 |f:0.1|. Procedure details: The preparation was carried out in accordance with general synthesis instructions 4 from 1-(2-chloro-benzylidene)-piperidinium chloride and 4-chloro-1-naphthol. Reactants: CCc1nc2nccc(C)c2[nH]1, CCC(=O)O, O=C(OO)c1cccc(Cl)c1, ClC(Cl)Cl. Product: CCc1nc2c([nH]1)c(C)cc[n+]2[O-]. RXN SMILES: [CH2:1]([CH3:2])[c:3]1[nH:4][c:5]2[c:6]([n:7][cH:8][cH:9][c:10]2[CH3:11])[n:12]1.[CH3:13][CH2:14][C:15]([OH:16])=[O:17].[Cl:18][c:19]1[cH:20][cH:21][cH:22][c:23]([C:24]([O:25][OH:26])=[O:27])[cH:28]1.[Cl:29][CH:30]([Cl:31])[Cl:32]>>[CH2:1]([CH3:2])[c:3]1[nH:4][c:5]2[c:6]([n+:7]([O-:16])[cH:8][cH:9][c:10]2[CH3:11])[n:12]1.